Dataset: the Open Reaction Database (ORD), a public repository of structured organic reaction records. Task: describe an organic reaction: reactants, conditions, products, and yield Reactants: BrC1=C(C=C2CC3(C(C2=C1)=O)CCC(CC3)OC)F (6′-Bromo-5′-fluoro-4-methoxyspiro[cyclohexane-1,2′-inden]-1′(3′H)-one), BrC1=C(C=C2CC3(C(C2=C1)=O)CCC(CC3)OC)F (6′-Bromo-5′-fluoro-4-methoxyspiro[cyclohexane-1,2′-inden]-1′(3′H)-one), CC(C)(C)S(=O)N (2-methylpropane-2-sulfinamide), O (Water). The reagents and catalysts are [O-]CC.[Ti+4].[O-]CC.[O-]CC.[O-]CC (titanium ethoxide). Solvent: 2-Me THF, CCOC(=O)C (EtOAc). Product: BrC=1C=C2C(C3(CC2=CC1F)CCC(CC3)OC)=NS(=O)C(C)(C)C (N-(5′-Bromo-6′-fluoro-4-methoxyspiro[cyclohexane-1,2′-indene]-3′(1′H)-ylidene)-2-methylpropane-2-sulfinamide). Yield: 57.0%. As a reaction SMILES: [Br:1][C:2]1[CH:10]=[C:9]2[C:5]([CH2:6][C:7]3([CH2:16][CH2:15][CH:14]([O:17][CH3:18])[CH2:13][CH2:12]3)[C:8]2=O)=[CH:4][C:3]=1[F:19].[CH3:20][C:21]([S:24]([NH2:26])=[O:25])([CH3:23])[CH3:22].O>CCOC(C)=O.[O-]CC.[Ti+4].[O-]CC.[O-]CC.[O-]CC>[Br:1][C:2]1[CH:10]=[C:9]2[C:5](=[CH:4][C:3]=1[F:19])[CH2:6][C:7]1([CH2:16][CH2:15][CH:14]([O:17][CH3:18])[CH2:13][CH2:12]1)[C:8]2=[N:26][S:24]([C:21]([CH3:23])([CH3:22])[CH3:20])=[O:25] |f:4.5.6.7.8|. Reported procedure: 6′-Bromo-5′-fluoro-4-methoxyspiro[cyclohexane-1,2′-inden]-1′(3′H)-one (Intermediate 8, 2.0 g, 6.11 mmol), 2-methylpropane-2-sulfinamide (1.11 g, 9.17 mmol) and titanium ethoxide (2.52 mL, 12.2 mmol) were dissolved in 2-Me THF (31 mL) and heated to reflux for 48 h. The reaction was allowed to cool to r.t. whereafter it was diluted with EtOAc (75 mL). Water (25 mL) was added dropwise over 10 min under vigorous stirring and then the mixture was left standing without stirring for 1.5 h. The solids w... Starting materials: C(C1=CC=CC=C1)N1CC(C(C1)C)C(=O)OCC (Ethyl 1-benzyl-4-methylpyrrolidine-3-carboxylate), [H-].[Al+3].[Li+].[H-].[H-].[H-] (lithium aluminum hydride), C(C)(C)(C)[Si](Cl)(C1=CC=CC=C1)C1=CC=CC=C1 (Tert-butyldiphenylchlorosilane), C(C1=CC=CC=C1)N1CC(C(C1)C)CO ((1-benzyl-4-methylpyrrolidin-3-yl)methanol), [H-].[Na+] (sodium hydride). The solvent is C1CCOC1 (THF). Product: C(C1=CC=CC=C1)N1CC(C(C1)C)CO[Si](C1=CC=CC=C1)(C1=CC=CC=C1)C(C)(C)C (1-benzyl-3-({[tert-butyl(diphenyl)silyl]oxy}methyl)-4-methylpyrrolidine). As a reaction SMILES: [CH2:1]([N:8]1[CH2:12][CH:11]([CH3:13])[CH:10]([C:14]([O:16]CC)=O)[CH2:9]1)[C:2]1[CH:7]=[CH:6][CH:5]=[CH:4][CH:3]=1.[H-].[Al+3].[Li+].[H-].[H-].[H-].[C:25]([Si:29]([C:37]1[CH:42]=[CH:41][CH:40]=[CH:39][CH:38]=1)([C:31]1[CH:36]=[CH:35][CH:34]=[CH:33][CH:32]=1)Cl)([CH3:28])([CH3:27])[CH3:26].C(N1CC(C)C(CO)C1)C1C=CC=CC=1.[H-].[Na+]>C1COCC1>[CH2:1]([N:8]1[CH2:12][CH:11]([CH3:13])[CH:10]([CH2:14][O:16][Si:29]([C:25]([CH3:28])([CH3:27])[CH3:26])([C:37]2[CH:38]=[CH:39][CH:40]=[CH:41][CH:42]=2)[C:31]2[CH:36]=[CH:35][CH:34]=[CH:33][CH:32]=2)[CH2:9]1)[C:2]1[CH:3]=[CH:4][CH:5]=[CH:6][CH:7]=1 |f:1.2.3.4.5.6,9.10|. Procedure: Ethyl 1-benzyl-4-methylpyrrolidine-3-carboxylate synthesized in accordance with the method of International Patent Publication WO 2000/15611 was reduced with lithium aluminum hydride in accordance with the method of International Patent Publication WO 2000/59502. Tert-butyldiphenylchlorosilane was added to a THF solution of the thus obtained (1-benzyl-4-methylpyrrolidin-3-yl)methanol, sodium hydride was added thereto under ice-cooling, and the mixture was stirred at room temperature for 2Hours. ... Starting materials: NC1CC(N(C(C1)(C)C)CC1=CC=CC=C1)(C)C (4-amino-1-benzyl-2,2,6,6-tetramethylpiperidine), COCN=C=O (methoxymethyl isocyanate). Yields the product COCNC(=O)NC1CC(N(C(C1)(C)C)CC1=CC=CC=C1)(C)C (N-Methoxymethyl-N'-(1-benzyl-2,2,6,6-tetramethylpiperidin-4-yl)-urea). As a reaction SMILES: [NH2:1][CH:2]1[CH2:7][C:6]([CH3:9])([CH3:8])[N:5]([CH2:10][C:11]2[CH:16]=[CH:15][CH:14]=[CH:13][CH:12]=2)[C:4]([CH3:18])([CH3:17])[CH2:3]1.[CH3:19][O:20][CH2:21][N:22]=[C:23]=[O:24]>>[CH3:19][O:20][CH2:21][NH:22][C:23]([NH:1][CH:2]1[CH2:3][C:4]([CH3:18])([CH3:17])[N:5]([CH2:10][C:11]2[CH:12]=[CH:13][CH:14]=[CH:15][CH:16]=2)[C:6]([CH3:8])([CH3:9])[CH2:7]1)=[O:24]. Procedure details: 51 parts of N-methoxymethyl-N'-1-benzyl-2,2,6,6-tetramethylpiperidin-4-yl urea were obtained by reacting 49.1 parts of 4-amino-1-benzyl-2,2,6,6-tetramethylpiperidine with methoxymethyl isocyanate in the same way as described in Example 23(b). Reactants: CO, NCCNCc1ccc(Cl)nc1, CSC(=S)C[N+](=O)[O-]. Yields the product O=[N+]([O-])C=C(S)NCCNCc1ccc(Cl)nc1. As a reaction SMILES: [CH3:21][OH:22].[Cl:1][c:2]1[n:3][cH:4][c:5]([CH2:8][NH:9][CH2:10][CH2:11][NH2:12])[cH:6][cH:7]1.[N+:13](=[O:14])([O-:15])[CH2:16][C:17](=[S:18])[S:19][CH3:20]>>[Cl:1][c:2]1[n:3][cH:4][c:5]([CH2:8][NH:9][CH2:10][CH2:11][NH:12][C:17](=[CH:16][N+:13](=[O:14])[O-:15])[SH:18])[cH:6][cH:7]1. The reactants are C(C(=O)Cl)(=O)Cl (Oxalyl chloride), C1(=CC=CC=C1)CC1=C(C(=O)O)C=CC=C1 (2-(phenylmethyl)benzoic acid), C[Li] (methyl lithium), CuI2, acid chloride, dimethyl. The solvent is C(Cl)Cl (methylene chloride), CCOCC (ether), CCOCC (ether). Reaction conditions: time 2 hour. Yields the product C1(=CC=CC=C1)CC1=C(C=CC=C1)C(C)=O (2'-(Phenylmethyl)acetophenone). Yield: 63.0%. RXN SMILES: [C:1](Cl)(=[O:5])[C:2](Cl)=O.[C:7]1([CH2:13][C:14]2[CH:22]=[CH:21][CH:20]=[CH:19][C:15]=2C(O)=O)[CH:12]=[CH:11][CH:10]=[CH:9][CH:8]=1.C[Li]>C(Cl)Cl.CCOCC>[C:7]1([CH2:13][C:14]2[CH:15]=[CH:19][CH:20]=[CH:21][C:22]=2[C:1](=[O:5])[CH3:2])[CH:12]=[CH:11][CH:10]=[CH:9][CH:8]=1. Reported procedure: Oxalyl chloride (4.1 ml, 47 mmol) was added to a solution of 2-(phenylmethyl)benzoic acid (from Aldrich) in methylene chloride (100 ml) over 5 minutes at room temperature. The solution was allowed to stir at room temperature for 2 hours. The solution was concentrated and the resultant orange gum azeotroped with benzene (twice) and placed under high vacuum for 1 hour. In a separate flask, methyl lithium (1.4M in THF, 100 ml, 140 mmol) was added over 10 minutes to a slurry of CuI2 (13.432 gm, 42.3... Reactants: N(=O)[O-].[Na+] (sodium nitrite), COC(=O)C1=NC=C(C=C1)N (5-aminopyridine-2-carboxylic acid methyl ester), [S-]C#N.[K+] (potassium thiocyanate), cuprous thiocyanate. Run in O (water), S(O)(O)(=O)=O (sulfuric acid). Product: COC(=O)C1=NC=C(C=C1)SC#N (5-thiocyanatopyridine-2-carboxylic acid methyl ester). Reaction SMILES: [CH3:1][O:2][C:3]([C:5]1[CH:10]=[CH:9][C:8](N)=[CH:7][N:6]=1)=[O:4].N([O-])=O.[Na+].[S-:16][C:17]#[N:18].[K+]>S(=O)(=O)(O)O.O>[CH3:1][O:2][C:3]([C:5]1[CH:10]=[CH:9][C:8]([S:16][C:17]#[N:18])=[CH:7][N:6]=1)=[O:4] |f:1.2,3.4|. Procedure: To the solution of 28.3 g of 5-aminopyridine-2-carboxylic acid methyl ester in 80 ml of 20% sulfuric acid, cooled to -4°, the solution of 14.31 g of sodium nitrite in 30 ml of water is added dropwise while stirring and maintaining the temperature below 0°. Thereafter the mixture is stirred for 15 minutes below 0° and the mixture of 28 g of potassium thiocyanate and 8 g of cuprous thiocyanate is added portionwise to said solution. Each addition causes evolution of gas and a black oil to separate.... Starting materials: BrC1=C(C=C(C=C1)F)CO ((2-bromo-5-fluoro-phenyl)methanol). Reagents/catalysts: O=[Mn]=O (MnO2). Run in C(Cl)Cl (DCM). Run at time 2 day. Product: BrC1=C(C=O)C=C(C=C1)F (2-bromo-5-fluoro-benzaldehyde). The yield is 92.1%. RXN SMILES: [Br:1][C:2]1[CH:7]=[CH:6][C:5]([F:8])=[CH:4][C:3]=1[CH2:9][OH:10]>C(Cl)Cl.O=[Mn]=O>[Br:1][C:2]1[CH:7]=[CH:6][C:5]([F:8])=[CH:4][C:3]=1[CH:9]=[O:10]. Procedure: To the solution of (2-bromo-5-fluoro-phenyl)methanol (0.852 g, 4.156 mmol) in DCM (15 ml) was added MnO2 (4.254 g, 85%, 41.56 mmol). The mixture was stirred at room temperature for two days, and then filtered and washed with DCM. The filtrate was concentrated to afford 777 mg 2-bromo-5-fluoro-benzaldehyde (92% yield). The newly made aldehyde (0.777 g, 3.828 mmol) was then dissolved in anhydrous THF (10 ml) and cooled to 0° C. Trifluoromethyl trimethylsilane (1.13 ml, 7.656 mmol) was added, and f...